Dataset: the Open Reaction Database (ORD), a public repository of structured organic reaction records. Task: describe an organic reaction: reactants, conditions, products, and yield Procedure details: A mixture of 3-chloro-4-fluoro benzaldehyde (2.7 g), 1,3-cyclohexanedione (1.99 g) and 47 mL of ethanol were heated at 50° C. overnight and then cooled to room temperature. Acetone (1.18 g), ammonium acetate (1.97 g) and a premixed solution of pyrrolidine acetate (20.4 mmole) in 5 mL of ethanol were added and heated at 70° C. for three hours and then cooled to room temperature. The solvent was evaporated in vacuo and the residue was partitioned between water and ethyl acetate. The organic layer ... Run at temperature 50 celsius. Reactants: ClC=1C=C(C=O)C=CC1F (3-chloro-4-fluoro benzaldehyde), C1(CC(CCC1)=O)=O (1,3-cyclohexanedione), C(C)(=O)[O-].[NH4+] (ammonium acetate), C(C)(=O)O.N1CCCC1 (pyrrolidine acetate). Reaction SMILES: [Cl:1][C:2]1[CH:3]=[C:4]([CH:7]=[CH:8][C:9]=1[F:10])[CH:5]=O.[C:11]1(=[O:18])[CH2:16][CH2:15][CH2:14][C:13](=O)[CH2:12]1.[C:19]([O-])(=O)C.[NH4+].C(O)(=O)C.[NH:28]1[CH2:32][CH2:31]CC1>C(O)C.CC(C)=O>[CH3:19][C:32]1[NH:28][C:13]2[CH2:14][CH2:15][CH2:16][C:11](=[O:18])[C:12]=2[CH:5]([C:4]2[CH:7]=[CH:8][C:9]([F:10])=[C:2]([Cl:1])[CH:3]=2)[CH:31]=1 |f:2.3,4.5|. The solvent is C(C)O (ethanol), C(C)O (ethanol), CC(=O)C (Acetone). Product: CC=1NC=2CCCC(C2C(C1)C1=CC(=C(C=C1)F)Cl)=O (2-Methyl-4-(3-chloro-4-fluorophenyl)-4,6,7,8-tetrahydro-5(1H)-quinolone). Yield: 2.8%. Reaction SMILES: [H-].[Na+].[Br:3][C:4]1[CH:9]=[CH:8][N:7]=[C:6](Cl)[CH:5]=1.[CH:11]([OH:14])([CH3:13])[CH3:12]>>[Br:3][C:4]1[CH:9]=[CH:8][N:7]=[C:6]([O:14][CH:11]([CH3:13])[CH3:12])[CH:5]=1 |f:0.1|. Conditions: time 30 minute. Product: BrC1=CC(=NC=C1)OC(C)C (4-Bromo-2-isopropoxy-pyridine). The reactants are [H-].[Na+] (sodium hydride), oil, C(C)(C)O (isopropanol), BrC1=CC(=NC=C1)Cl (4-bromo-2-chloropyridine). Procedure details: To isopropanol (12 ml) under Ar was added 55% sodium hydride in oil (343 mg, 7.86 mmol) in two portions. After 30 min stirring at rt was added 4-bromo-2-chloropyridine (Aldrich, Buchs, Switzerland, 1.01 g, 5.24 mmol) and the reaction mixture was heated with microwave irradiation to 150° C. for 30 min. The reaction mixture was concentrated, quenched with saturated aqueous NaHCO3 and extracted with EtOAc. The organic layer was washed with brine, dried over Na2SO4, filtered and evaporated. The crud... The reactants are ethylketal, CO (methanol), CC1=CC[C@@H]([C@@H]/2[C@H]1C[C@@H]([C@@]3(C=C[C@@](O3)(/C(=C2)/CO[C@H]4[C@H]([C@@H]([C@@H](CO4)O)O)OC(=O)C)OC)C)OC(=O)/C=C/C5=CN(C=N5)C)C(C)C (eleutherobin), methyl ketal, CC1=CC[C@@H]([C@@H]/2[C@H]1C[C@@H]([C@@]3(C=C[C@@](O3)(/C(=C2)/CO[C@H]4[C@H]([C@@H]([C@@H](CO4)O)O)OC(=O)C)OC)C)OC(=O)/C=C/C5=CN(C=N5)C)C(C)C (Eleutherobin), CC1=CC[C@@H]([C@@H]/2[C@H]1C[C@@H]([C@@]3(C=C[C@@](O3)(/C(=C2)/CO[C@H]4[C@H]([C@@H]([C@@H](CO4)O)O)OC(=O)C)OC)C)OC(=O)/C=C/C5=CN(C=N5)C)C(C)C (eleutherobin). The product is CC1=CC[C@@H]([C@@H]/2[C@H]1C[C@@H]([C@@]3(C=C[C@@](O3)(/C(=C2)/CO[C@H]4[C@H]([C@@H]([C@@H](CO4)O)O)OC(=O)C)O)C)OC(=O)/C=C/C5=CN(C=N5)C)C(C)C (desmethyleleutherobin). As a reaction SMILES: CO.[CH3:3][C:4]1[C@@H:9]2[CH2:10][C@H:11]([O:36][C:37](/[CH:39]=[CH:40]/[C:41]3[N:45]=[CH:44][N:43]([CH3:46])[CH:42]=3)=[O:38])[C@@:12]3([CH3:35])[O:16][C@@:15]([O:33]C)([C:17]([CH2:19][O:20][C@@H:21]4[O:26][CH2:25][C@@H:24]([OH:27])[C@@H:23]([OH:28])[C@@H:22]4[O:29][C:30]([CH3:32])=[O:31])=[CH:18][C@@H:8]2[C@@H:7]([CH:47]([CH3:49])[CH3:48])[CH2:6][CH:5]=1)[CH:14]=[CH:13]3>>[CH3:3][C:4]1[C@@H:9]2[CH2:10][C@H:11]([O:36][C:37](/[CH:39]=[CH:40]/[C:41]3[N:45]=[CH:44][N:43]([CH3:46])[CH:42]=3)=[O:38])[C@@:12]3([CH3:35])[O:16][C@@:15]([OH:33])([C:17]([CH2:19][O:20][C@@H:21]4[O:26][CH2:25][C@@H:24]([OH:27])[C@@H:23]([OH:28])[C@@H:22]4[O:29][C:30]([CH3:32])=[O:31])=[CH:18][C@@H:8]2[C@@H:7]([CH:47]([CH3:49])[CH3:48])[CH2:6][CH:5]=1)[CH:14]=[CH:13]3. Reported procedure: Eleutherobin is an Artifact Derived From Desmethyleleutherobin. Erythropodium caribaeorum was exhaustively extracted with ethanol at room temperature and the ethanol extract was fractionated as described above (and in FIG. 3) for the methanol extract. This procedure yielded only desmethyleleutherobin and the ethylketal analog of eleutherobin which has a C-4 ethoxyl group. Eleutherobin was not detected. This demonstrates that the methyl ketal of C-4 in eleutherobin is an artifact formed by reacti... The reactants are FC1=CC=C(C=C1)C(C(=O)C1=CC=CC=C1)CC(C(C)C)=O (2-(4-Fluorophenyl)-5-methyl-1-phenyl-hexane-1,4-dione), Cl.NN1CCCC1 (N-aminopyrrolidine hydrochloride). The solvent is C1(=CC=CC=C1)C (toluene). The product is FC1=CC=C(C=C1)C1=C(N(C(=C1)C(C)C)N1CCCC1)C1=CC=CC=C1 (3-(4-Fluorophenyl)-5-isopropyl-2-phenyl-1-(1-pyrrolidinyl)pyrrole). RXN SMILES: [F:1][C:2]1[CH:7]=[CH:6][C:5]([CH:8]([CH2:17][C:18](=O)[CH:19]([CH3:21])[CH3:20])[C:9]([C:11]2[CH:16]=[CH:15][CH:14]=[CH:13][CH:12]=2)=O)=[CH:4][CH:3]=1.Cl.[NH2:24][N:25]1[CH2:29][CH2:28][CH2:27][CH2:26]1>C1(C)C=CC=CC=1>[F:1][C:2]1[CH:7]=[CH:6][C:5]([C:8]2[CH:17]=[C:18]([CH:19]([CH3:21])[CH3:20])[N:24]([N:25]3[CH2:29][CH2:28][CH2:27][CH2:26]3)[C:9]=2[C:11]2[CH:16]=[CH:15][CH:14]=[CH:13][CH:12]=2)=[CH:4][CH:3]=1 |f:1.2|. Reported procedure: 20 g of molecular sieve 3 Å are added to 15 g (50 mmol) of the compound from Example 2 and 20 g (164 mmol) of N-aminopyrrolidine hydrochloride in 150 ml of toluene AR and the mixture is heated to reflux for 48 hours. The mixture is cooled, filtered and washed well with toluene. The toluene solutions are combined and extracted 3×using 1N hydrochloric acid. The organic phase is subsequently washed using saturated sodium hydrogen carbonate solution, dried over magnesium sulphate and concentrated in... Reactants: ClC=1C=C(C=CC1[N+](=O)[O-])O (3-chloro-4-nitrophenol), C(C1=CC=CC=C1)Br (benzyl bromide), C([O-])([O-])=O.[K+].[K+] (potassium carbonate). The solvent is CC(=O)C (acetone). Product: ClC=1C=C(C=CC1[N+](=O)[O-])OCC1=CC=CC=C1 (benzyl 3-chloro-4-nitrophenyl ether). Reaction SMILES: [Cl:1][C:2]1[CH:3]=[C:4]([OH:11])[CH:5]=[CH:6][C:7]=1[N+:8]([O-:10])=[O:9].[CH2:12](Br)[C:13]1[CH:18]=[CH:17][CH:16]=[CH:15][CH:14]=1.C(=O)([O-])[O-].[K+].[K+]>CC(C)=O>[Cl:1][C:2]1[CH:3]=[C:4]([O:11][CH2:12][C:13]2[CH:18]=[CH:17][CH:16]=[CH:15][CH:14]=2)[CH:5]=[CH:6][C:7]=1[N+:8]([O-:10])=[O:9] |f:2.3.4|. Reported procedure: A mixture of 3-chloro-4-nitrophenol (10 g, 0.058 mole), benzyl bromide (11.8 g, 0.069 mole), and potassium carbonate (16 g, 0.116 mole) in acetone is stirred, heated at reflux temperature for 17 hours, cooled and filtered. The filtrate is concentrated in vacuo to give a solid residue which is recrystallized from absolute ethanol to give the title compound, mp 82°-84.5° C., identified by elemental and NMR analyses.